From a dataset of the Open Reaction Database (ORD), a public repository of structured organic reaction records. describe an organic reaction: reactants, conditions, products, and yield Reactants: CC1=C(C=CC=C1)N1CCC=2C(=NC=3C(=CC=CC3C21)OC(F)(F)F)Cl (1-(2-Methylphenyl)-4-chloro-6-trifluoromethoxy-2,3-dihydropyrrolo[3,2-c]quinoline). Solvent: C(O)CN (ethanolamine). Yields the product CC1=C(C=CC=C1)N1CCC=2C(=NC=3C(=CC=CC3C21)OC(F)(F)F)NCCO (1-(2-methylphenyl)-4-[(2-hydroxyethyl)amino]-6-trifluoromethoxy-2,3-dihydropyrrolo[3,2-c]quinoline). The yield is 154.2%. Reaction SMILES: [CH3:1][C:2]1[CH:7]=[CH:6][CH:5]=[CH:4][C:3]=1[N:8]1[C:20]2[C:19]3[CH:18]=[CH:17][CH:16]=[C:15]([O:21][C:22]([F:25])([F:24])[F:23])[C:14]=3[N:13]=[C:12](Cl)[C:11]=2[CH2:10][CH2:9]1>C(CN)O>[CH3:1][C:2]1[CH:7]=[CH:6][CH:5]=[CH:4][C:3]=1[N:8]1[C:20]2[C:19]3[CH:18]=[CH:17][CH:16]=[C:15]([O:21][C:22]([F:25])([F:24])[F:23])[C:14]=3[N:13]=[C:12]([NH:13][CH2:14][CH2:15][OH:21])[C:11]=2[CH2:10][CH2:9]1. Reported procedure: 1-(2-Methylphenyl)-4-chloro-6-trifluoromethoxy-2,3-dihydropyrrolo[3,2-c]quinoline(380 mg, 1.0 mmol) was dissolved in ethanolamine(5 ml), then reacted at the same condition of Step 5 in the Example 1 to obtain 311 mg of desired compound as solid in 77% of yield. As a reaction SMILES: [CH2:44]1[O:45][CH2:46][CH2:47][CH2:48]1.[ClH:43].[O:1]1[CH:2]([CH2:6][CH2:7][c:8]2[c:9]([C:36](=[O:37])[O:38][C:39]([CH3:40])([CH3:41])[CH3:42])[n:10][c:11]([N:14]3[CH2:15][c:16]4[c:17]([C:24]([NH:25][c:26]5[s:27][c:28]6[c:29]([n:30]5)[cH:31][cH:32][cH:33][cH:34]6)=[O:35])[cH:18][cH:19][cH:20][c:21]4[CH2:22][CH2:23]3)[cH:12][cH:13]2)[O:5][CH2:4][CH2:3]1>>[O:1]=[CH:2][CH2:6][CH2:7][c:8]1[c:9]([C:36](=[O:37])[O:38][C:39]([CH3:40])([CH3:41])[CH3:42])[n:10][c:11]([N:14]2[CH2:15][c:16]3[c:17]([C:24]([NH:25][c:26]4[s:27][c:28]5[c:29]([n:30]4)[cH:31][cH:32][cH:33][cH:34]5)=[O:35])[cH:18][cH:19][cH:20][c:21]3[CH2:22][CH2:23]2)[cH:12][cH:13]1. Product: CC(C)(C)OC(=O)c1nc(N2CCc3cccc(C(=O)Nc4nc5ccccc5s4)c3C2)ccc1CCC=O. Starting materials: C1CCOC1, Cl, CC(C)(C)OC(=O)c1nc(N2CCc3cccc(C(=O)Nc4nc5ccccc5s4)c3C2)ccc1CCC1OCCO1. The reactants are O=C1N(C(CC1)=O)C=1C=CC=C2CC(C(N(C12)CC1=CSC=C1)=O)NC([C@@H](CC(C)C)NC(C(C)(C)NC(OC(C)(C)C)=O)=O)=O (tert-Butyl 1-((2R)-1-(8-(2,5-dioxopyrrolidin-1-yl)-2-oxo-1-(thiophen-3-ylmethyl)-1,2,3,4-tetrahydroquinolin-3-ylamino)-4-methyl-1-oxopentan-2-ylamino)-2-methyl-1-oxopropan-2-ylcarbamate), Cl (hydrochloric acid), C([O-])(O)=O.[Na+] (sodium bicarbonate). The solvent is C(C)(=O)OCC (ethyl acetate), C(C)(=O)OCC (ethyl acetate). Reaction conditions: temperature 50 celsius, time 6 hour. The product is NC(C(=O)N[C@@H](C(=O)NC1C(N(C2=C(C=CC=C2C1)N1C(CCC1=O)=O)CC1=CSC=C1)=O)CC(C)C)(C)C ((2R)-2-(2-amino-2-methylpropanamido)-N-(8-(2,5-dioxopyrrolidin-1-yl)-2-oxo-1-(thiophen-3-ylmethyl)-1,2,3,4-tetrahydroquinolin-3-yl)-4-methylpentanamide). As a reaction SMILES: [O:1]=[C:2]1[CH2:6][CH2:5][C:4](=[O:7])[N:3]1[C:8]1[CH:9]=[CH:10][CH:11]=[C:12]2[C:17]=1[N:16]([CH2:18][C:19]1[CH:23]=[CH:22][S:21][CH:20]=1)[C:15](=[O:24])[CH:14]([NH:25][C:26](=[O:46])[C@H:27]([NH:32][C:33](=[O:45])[C:34]([NH:37]C(=O)OC(C)(C)C)([CH3:36])[CH3:35])[CH2:28][CH:29]([CH3:31])[CH3:30])[CH2:13]2.Cl.C(=O)(O)[O-].[Na+]>C(OCC)(=O)C>[NH2:37][C:34]([CH3:35])([CH3:36])[C:33]([NH:32][C@H:27]([CH2:28][CH:29]([CH3:30])[CH3:31])[C:26]([NH:25][CH:14]1[CH2:13][C:12]2[C:17](=[C:8]([N:3]3[C:2](=[O:1])[CH2:6][CH2:5][C:4]3=[O:7])[CH:9]=[CH:10][CH:11]=2)[N:16]([CH2:18][C:19]2[CH:23]=[CH:22][S:21][CH:20]=2)[C:15]1=[O:24])=[O:46])=[O:45] |f:2.3|. Procedure details: tert-Butyl 1-((2R)-1-(8-(2,5-dioxopyrrolidin-1-yl)-2-oxo-1-(thiophen-3-ylmethyl)-1,2,3,4-tetrahydroquinolin-3-ylamino)-4-methyl-1-oxopentan-2-ylamino)-2-methyl-1-oxopropan-2-ylcarbamate (30 mg) was added to ethyl acetate (0.3 mL), and 4N hydrochloric acid in ethyl acetate (230 μL) was added thereto, followed by stirring at 50° C. for six hours. Saturated aqueous sodium bicarbonate solution was added to the reaction mixture, and the mixture was extracted with ethyl acetate twice. The organic laye... Reactants: CSCC(C)(C)NC(=O)c1c(I)cccc1C(=O)Nc1ccc(C(C(F)(F)F)C(F)(F)F)cc1C, ClC(Cl)Cl, O=C(OO)c1cccc(Cl)c1. Product: Cc1cc(C(C(F)(F)F)C(F)(F)F)ccc1NC(=O)c1cccc(I)c1C(=O)NC(C)(C)CS(C)=O. As a reaction SMILES: [CH3:1][C:2]([CH2:3][S:4][CH3:5])([CH3:6])[NH:7][C:8]([c:9]1[c:10]([C:11](=[O:12])[NH:13][c:14]2[c:15]([CH3:29])[cH:16][c:17]([CH:20]([C:21]([F:22])([F:23])[F:24])[C:25]([F:26])([F:27])[F:28])[cH:18][cH:19]2)[cH:30][cH:31][cH:32][c:33]1[I:34])=[O:35].[CH:47]([Cl:48])([Cl:49])[Cl:50].[OH:36][O:37][C:38]([c:39]1[cH:40][c:41]([Cl:42])[cH:43][cH:44][cH:45]1)=[O:46]>>[CH3:1][C:2]([CH2:3][S:4]([CH3:5])=[O:36])([CH3:6])[NH:7][C:8]([c:9]1[c:10]([C:11](=[O:12])[NH:13][c:14]2[c:15]([CH3:29])[cH:16][c:17]([CH:20]([C:21]([F:22])([F:23])[F:24])[C:25]([F:26])([F:27])[F:28])[cH:18][cH:19]2)[cH:30][cH:31][cH:32][c:33]1[I:34])=[O:35]. The reactants are O=S(=O)(Cl)c1ccc(I)cc1, CCCCn1c(=O)n(Cc2ccccc2F)c(=O)c2[nH]c(Cc3ccc(N)cc3)nc21. Yields the product CCCCn1c(=O)n(Cc2ccccc2F)c(=O)c2[nH]c(Cc3ccc(NS(=O)(=O)c4ccc(I)cc4)cc3)nc21. RXN SMILES: [I:32][c:33]1[cH:34][cH:35][c:36]([S:39](=[O:40])(=[O:41])[Cl:42])[cH:37][cH:38]1.[NH2:1][c:2]1[cH:3][cH:4][c:5]([CH2:6][c:7]2[n:8][c:9]3[n:10]([CH2:26][CH2:27][CH2:28][CH3:29])[c:11](=[O:25])[n:12]([CH2:17][c:18]4[c:19]([F:24])[cH:20][cH:21][cH:22][cH:23]4)[c:13](=[O:16])[c:14]3[nH:15]2)[cH:30][cH:31]1>>[NH:1]([c:2]1[cH:3][cH:4][c:5]([CH2:6][c:7]2[n:8][c:9]3[n:10]([CH2:26][CH2:27][CH2:28][CH3:29])[c:11](=[O:25])[n:12]([CH2:17][c:18]4[c:19]([F:24])[cH:20][cH:21][cH:22][cH:23]4)[c:13](=[O:16])[c:14]3[nH:15]2)[cH:30][cH:31]1)[S:39]([c:36]1[cH:35][cH:34][c:33]([I:32])[cH:38][cH:37]1)(=[O:40])=[O:41]. Reactants: C1CCOC1, COB1OC(C)(C)C(C)(C)O1, CC(C)[Mg+], [Cl-], CCOC(=O)C1CCC(n2nc(C)c(I)c2C)CC1. Yields the product CCOC(=O)C1CCC(n2nc(C)c(B3OC(C)(C)C(C)(C)O3)c2C)CC1. As a reaction SMILES: [CH2:20]1[O:21][CH2:22][CH2:23][CH2:24]1.[CH3:30][O:31][B:32]1[O:33][C:34]([CH3:39])([CH3:40])[C:35]([CH3:37])([CH3:38])[O:36]1.[CH:26]([Mg+:27])([CH3:28])[CH3:29].[Cl-:25].[I:1][c:2]1[c:3]([CH3:19])[n:4][n:5]([CH:8]2[CH2:9][CH2:10][CH:11]([C:14](=[O:15])[O:16][CH2:17][CH3:18])[CH2:12][CH2:13]2)[c:6]1[CH3:7]>>[c:2]1([B:32]2[O:33][C:34]([CH3:39])([CH3:40])[C:35]([CH3:37])([CH3:38])[O:36]2)[c:3]([CH3:19])[n:4][n:5]([CH:8]2[CH2:9][CH2:10][CH:11]([C:14](=[O:15])[O:16][CH2:17][CH3:18])[CH2:12][CH2:13]2)[c:6]1[CH3:7]. The reactants are C1=CC=CC=2C3=CC=CC=C3C(C12)COC(NC1=CC=C(C=C1)SC1=C(C=C(C=C1)C(NC=1SC(=NN1)C(F)(F)F)=O)[N+](=O)[O-])=O ({4-[2-Nitro-4-(5-trifluoromethyl-[1,3,4]thiadiazol-2-ylcarbamoyl)-phenylsulfanyl]-phenyl}-carbamic acid 9H-fluoren-9-ylmethyl ester), [Cl-].[NH4+] (ammonium chloride), C(C)O (ethanol), O1CCCC1 (tetrahydrofuran). The reagents and catalysts are [Fe] (iron). Run in C(C)(=O)OCC (ethyl acetate), O (water). Run at temperature 90 celsius. Product: C1=CC=CC=2C3=CC=CC=C3C(C12)COC(NC1=CC=C(C=C1)SC1=C(C=C(C=C1)C(NC=1SC(=NN1)C(F)(F)F)=O)N)=O ({4-[2-Amino-4-(5-trifluoromethyl-[1,3,4]thiadiazol-2-ylcarbamoyl)-phenylsulfanyl]-phenyl}-carbamic acid 9H-fluoren-9-ylmethyl ester). RXN SMILES: [CH:1]1[C:13]2[CH:12]([CH2:14][O:15][C:16](=[O:46])[NH:17][C:18]3[CH:23]=[CH:22][C:21]([S:24][C:25]4[CH:30]=[CH:29][C:28]([C:31](=[O:42])[NH:32][C:33]5[S:34][C:35]([C:38]([F:41])([F:40])[F:39])=[N:36][N:37]=5)=[CH:27][C:26]=4[N+:43]([O-])=O)=[CH:20][CH:19]=3)[C:11]3[C:6](=[CH:7][CH:8]=[CH:9][CH:10]=3)[C:5]=2[CH:4]=[CH:3][CH:2]=1.[Cl-].[NH4+].C(O)C.O1CCCC1>O.C(OCC)(=O)C.[Fe]>[CH:10]1[C:11]2[CH:12]([CH2:14][O:15][C:16](=[O:46])[NH:17][C:18]3[CH:19]=[CH:20][C:21]([S:24][C:25]4[CH:30]=[CH:29][C:28]([C:31](=[O:42])[NH:32][C:33]5[S:34][C:35]([C:38]([F:39])([F:41])[F:40])=[N:36][N:37]=5)=[CH:27][C:26]=4[NH2:43])=[CH:22][CH:23]=3)[C:13]3[C:5](=[CH:4][CH:3]=[CH:2][CH:1]=3)[C:6]=2[CH:7]=[CH:8][CH:9]=1 |f:1.2|. Reported procedure: The product of Example 154A (307 mg, 0.463 mmol), ammonium chloride (162 mg, 3.03 mmol), and iron powder (159 mg, 2.845 mmol) in a mixture of water (3 mL), ethanol (6 mL) and tetrahydrofuran (6 mL) was heated at 90° C. under a nitrogen atmosphere for 1 hour. The reaction was cooled to room temperature, diluted with ethyl acetate (100 mL), and washed with water (3×50 mL) and brine (50 mL). The organic phase was dried over anhydrous sodium sulfate, filtered, and concentrated by rotary evaporation ... The reactants are ClCC(=O)OC (methyl chloroacetate), [Li+].CC(C)[N-]C(C)C (LDA), [Li+].CC(C)[N-]C(C)C (LDA), [Li+].CC(C)[N-]C(C)C (LDA), COC=1C=C(OCC(=O)OC)C=CC1 (methyl (m-methoxyphenoxy)acetate), Cl (HCl), COC=1C=C(C=CC1)O (3-methoxyphenol), ClCC(=O)OC (methyl chloroacetate). The solvent is O (water), C1CCCCC1.C1(=CC=CC=C1)C.O1CCCC1 (cyclohexane toluene tetrahydrofuran), C1CCCCC1.C1(=CC=CC=C1)C.O1CCCC1 (cyclohexane toluene tetrahydrofuran), C1(=CC=CC=C1)C (toluene), C1(=CC=CC=C1)C (toluene). Reaction conditions: temperature 60 celsius, time 48 hour. The product is COC1=CC2=C(C(C(O2)=C2OC3=C(C2=O)C=CC(=C3)OC)=O)C=C1 (6-Methoxy-2-(6-methoxy-3-oxo-2(3H)-benzofuranylidene)-3(2H)-benzofuranone). Reaction SMILES: [CH3:1][O:2][C:3]1[CH:4]=[C:5]([OH:9])[CH:6]=[CH:7][CH:8]=1.[Li+].CC([N-]C(C)C)C.Cl[CH2:19][C:20](OC)=[O:21].Cl.[CH3:25][O:26][C:27]1[CH:28]=[C:29]([CH:36]=[CH:37][CH:38]=1)[O:30][CH2:31][C:32]([O:34]C)=O>C1CCCCC1.C1(C)C=CC=CC=1.O1CCCC1.C1(C)C=CC=CC=1.O>[CH3:1][O:2][C:3]1[CH:8]=[CH:7][C:6]2[C:20](=[O:21])[C:19](=[C:31]3[C:32](=[O:34])[C:36]4[CH:37]=[CH:38][C:27]([O:26][CH3:25])=[CH:28][C:29]=4[O:30]3)[O:9][C:5]=2[CH:4]=1 |f:1.2,6.7.8|. Reported procedure: 20.0 ml (0.185 mol) of 3-methoxyphenol are mixed with 50 ml of toluene. 100 ml (0.200 mol) of a 2 molar LDA solution in cyclohexane/toluene/tetrahydrofuran are added dropwise in the course of 30 minutes, with exclusion of moisture and vigorous stirring. The reaction temperature is increased slowly to 60° C. After 48 hours, this reaction solution is added dropwise to a solution of 21.8 g (0.210 mol) of methyl chloroacetate at room temperature and with exclusion of moisture in the course of 3 hour... Reactants: CN(C)c1ccncc1, COc1cc2nccc(Cl)c2cc1OC, Clc1ccccc1Cl, Cc1ccc(O)c(C(=O)c2ccccc2)c1. The product is COc1cc2nccc(Oc3ccc(C)cc3C(=O)c3ccccc3)c2cc1OC. RXN SMILES: [CH3:32][N:33]([CH3:34])[c:35]1[cH:36][cH:37][n:38][cH:39][cH:40]1.[Cl:1][c:2]1[cH:3][cH:4][n:5][c:6]2[cH:7][c:8]([O:14][CH3:15])[c:9]([O:12][CH3:13])[cH:10][c:11]12.[Cl:41][c:42]1[cH:43][cH:44][cH:45][cH:46][c:47]1[Cl:48].[OH:16][c:17]1[c:18]([C:19](=[O:20])[c:21]2[cH:22][cH:23][cH:24][cH:25][cH:26]2)[cH:27][c:28]([CH3:31])[cH:29][cH:30]1>>[c:2]1([O:16][c:17]2[c:18]([C:19](=[O:20])[c:21]3[cH:22][cH:23][cH:24][cH:25][cH:26]3)[cH:27][c:28]([CH3:31])[cH:29][cH:30]2)[cH:3][cH:4][n:5][c:6]2[cH:7][c:8]([O:14][CH3:15])[c:9]([O:12][CH3:13])[cH:10][c:11]12.